From a dataset of the Open Reaction Database (ORD), a public repository of structured organic reaction records. describe an organic reaction: reactants, conditions, products, and yield Starting materials: C(=O)N1CCOCC1 (N-formylmorpholine), [Li]CCCC (BuLi), CCCCCC (hexane), BrC1=CC(=C(C=C1)I)OC(F)(F)F (4-bromo-1-iodo-2-trifluoromethoxy-benzene). Solvent: C1CCOC1 (THF). Conditions: temperature -78 celsius, time 1.5 hour. Yields the product BrC1=CC(=C(C=O)C=C1)OC(F)(F)F (4-bromo-2-trifluoromethoxy-benzaldehyde). Yield: 76.5%. RXN SMILES: [Br:1][C:2]1[CH:7]=[CH:6][C:5](I)=[C:4]([O:9][C:10]([F:13])([F:12])[F:11])[CH:3]=1.[Li]CCCC.CCCCCC.[CH:25](N1CCOCC1)=[O:26]>C1COCC1>[Br:1][C:2]1[CH:7]=[CH:6][C:5]([CH:25]=[O:26])=[C:4]([O:9][C:10]([F:13])([F:12])[F:11])[CH:3]=1. Reported procedure: A solution of 4-bromo-1-iodo-2-trifluoromethoxy-benzene (1.00 g, 2.72 mmol) in THF (15 mL) was cooled to −78° C., and 2.66 M BuLi in hexane (2.05 mL, 5.44 mmol) was added dropwise. The reaction mixture was stirred at −78° C. for 1.5 h, and N-formylmorpholine (0.57 mL, 5.63 mmol) was added. The reaction mixture was stirred at −78° C. for 15 min and at ambient temperature for 80 min. The reaction was quenched with 0.25 M aqueous citric acid (10 mL), and the resulting mixture was extracted with EtO... Reactants: CC=1SC2=C(C=NC=C2)N1 (2-methylthiazolo[4,5-c]pyridine), SeO2, C(C)(=O)OC(C)=O (acetic anhydride). Run in CC(=O)O (CH3COOH). Yields the product C(=O)C=1SC2=C(C=NC=C2)N1 (2-Formylthiazolo[4,5-c]pyridine). The yield is 35.5%. RXN SMILES: [CH3:1][C:2]1[S:3][C:4]2[CH:9]=[CH:8][N:7]=[CH:6][C:5]=2[N:10]=1.C(OC(=O)C)(=[O:13])C>CC(O)=O>[CH:1]([C:2]1[S:3][C:4]2[CH:9]=[CH:8][N:7]=[CH:6][C:5]=2[N:10]=1)=[O:13]. Reported procedure: A mixture of 2-methylthiazolo[4,5-c]pyridine [prepared according to the procedure of T. Takahashi et al., Pharm. Bull. (Japan) 2, 196 (1954)] (635 mg, 4.2 mmoles), 2.55 g of SeO2, 10 ml of CH3COOH and 10 ml of acetic anhydride was heated at 90 100° C. for 2.5 hours, and the reaction mixture then was filtered to remove insolubles. The filtrate was evaporated in vacuo, and purified by a column of SiO2 (50 ml) to give 248 mg (35.5%) of the title compound. Mp. 96.5°~98° C. The reactants are solution, N=1N(N=NC1)C(C(=O)OC)C (methyl 2-(1,2,3,4-2H-tetrazol-2-yl)propionate), FC(OC1=CC=C(C=C1)Br)(F)F (4-trifluoromethoxybromobenzene), [Mg] (magnesium), II (iodine), Cl (hydrochloric acid). Run in O (water), O1CCCC1 (tetrahydrofuran), O1CCCC1 (tetrahydrofuran), O1CCCC1 (tetrahydrofuran). Reaction conditions: time 1 hour. Yields the product FC(OC1=CC=C(C=C1)C(C(C)N1N=CN=N1)(O)C1=CC=C(C=C1)OC(F)(F)F)(F)F (1,1-bis(4-trifluoromethoxyphenyl)-2-(1,2,3,4-2H-tetrazol-2-yl)propan-1-ol). Yield: 25.0%. RXN SMILES: [F:1][C:2]([F:12])([F:11])[O:3][C:4]1[CH:9]=[CH:8][C:7](Br)=[CH:6][CH:5]=1.[Mg].II.[N:16]1[N:17]([CH:21]([CH3:26])[C:22](OC)=[O:23])[N:18]=[N:19][CH:20]=1.Cl>O1CCCC1.O>[F:1][C:2]([F:12])([F:11])[O:3][C:4]1[CH:9]=[CH:8][C:7]([C:22]([C:7]2[CH:6]=[CH:5][C:4]([O:3][C:2]([F:1])([F:11])[F:12])=[CH:9][CH:8]=2)([OH:23])[CH:21]([N:17]2[N:18]=[N:19][CH:20]=[N:16]2)[CH3:26])=[CH:6][CH:5]=1. Procedure details: A solution of 4-trifluoromethoxybromobenzene (45.79 g) in dry tetrahydrofuran (200 cm3) was added carefully to a stirred mixture of magnesium turnings (4.56 g), iodine (1 crystal) and dry tetrahydrofuran (70 cm3). The reaction commenced after about 20 cm3 of the solution had been added, and the reaction was maintained at the reflux temperature whilst the remainder of the solution was added, and thereafter for a further 1 hour. The mixture was cooled to the ambient temperature and a solution of m... Starting materials: NC=1C=C2C(=NN(C2=CC1)C(C(C)(C)C)=O)C (1-(5-amino-3-methyl-1H-indazol-1-yl)-2,2-dimethylpropan-1-one), O=C1CN(CCC1)C(=O)OC(C)(C)C (tert-butyl 3-oxopiperidine-1-carboxylate), C(C1=CC=CC=C1)=O (benzaldehyde). The product is C(C1=CC=CC=C1)N1CC(CCC1)NC=1C=C2C(=NNC2=CC1)C (N-(1-Benzylpiperidin-3-yl)-3-methyl-1H-indazol-5-amine). RXN SMILES: [NH2:1][C:2]1[CH:3]=[C:4]2[C:8](=[CH:9][CH:10]=1)[N:7](C(=O)C(C)(C)C)[N:6]=[C:5]2[CH3:17].O=[C:19]1[CH2:24][CH2:23][CH2:22][N:21]([C:25](OC(C)(C)C)=O)[CH2:20]1.C(=O)[C:33]1[CH:38]=[CH:37][CH:36]=[CH:35][CH:34]=1>>[CH2:25]([N:21]1[CH2:20][CH2:19][CH2:24][CH:23]([NH:1][C:2]2[CH:3]=[C:4]3[C:8](=[CH:9][CH:10]=2)[NH:7][N:6]=[C:5]3[CH3:17])[CH2:22]1)[C:33]1[CH:38]=[CH:37][CH:36]=[CH:35][CH:34]=1. Procedure details: The title compound was prepared by reaction of 1-(5-amino-3-methyl-1H-indazol-1-yl)-2,2-dimethylpropan-1-one with tert-butyl 3-oxopiperidine-1-carboxylate using the method of Example 3, deprotection using the method of Example 4, reaction with benzaldehyde following the method of Example 8, and final deprotection using the method of Example 9. The reactants are CC(C(N[C@H](COCC1=CC=CC=C1)C(=O)N1CC2(C(CN(C2=O)C)C2=CC=CC=C2)CCC1)=O)(CO[Si](C(C)(C)C)(C)C)NC(OC(C)(C)C)=O (tert-butyl (4R)-7,10,10,11,11-pentamethyl-4-(2-methyl-1-oxo-4-phenyl-2,7-diazaspiro[4.5]decane-7-carbonyl)-6-oxo-1-phenyl-2,9-dioxa-5-aza-10-siladodecan-7-ylcarbamate), CCOCC (Et2O), O (water). Solvent: C(Cl)Cl (DCM), Cl (HCl). Conditions: time 2 hour. Product: N[C@](C(=O)N[C@@H](C(=O)N1CC2(C(CN(C2=O)C)C2=CC=CC=C2)CCC1)COCC1=CC=CC=C1)(CO)C ((2S)-2-amino-N-((2R)-3-(benzyloxy)-1-(2-methyl-1-oxo-4-phenyl-2,7-diazaspiro[4.5]decan-7-yl)-1-oxopropan-2-yl)-3-hydroxy-2-methylpropanamide). As a reaction SMILES: [CH3:1][C:2]([NH:45]C(=O)OC(C)(C)C)([CH2:36][O:37][Si](C)(C)C(C)(C)C)[C:3](=[O:35])[NH:4][C@@H:5]([C:15]([N:17]1[CH2:34][CH2:33][CH2:32][C:19]2([C:23](=[O:24])[N:22]([CH3:25])[CH2:21][CH:20]2[C:26]2[CH:31]=[CH:30][CH:29]=[CH:28][CH:27]=2)[CH2:18]1)=[O:16])[CH2:6][O:7][CH2:8][C:9]1[CH:14]=[CH:13][CH:12]=[CH:11][CH:10]=1.CCOCC.O>C(Cl)Cl.Cl>[NH2:45][C@@:2]([CH3:1])([CH2:36][OH:37])[C:3]([NH:4][C@H:5]([CH2:6][O:7][CH2:8][C:9]1[CH:10]=[CH:11][CH:12]=[CH:13][CH:14]=1)[C:15]([N:17]1[CH2:34][CH2:33][CH2:32][C:19]2([C:23](=[O:24])[N:22]([CH3:25])[CH2:21][CH:20]2[C:26]2[CH:31]=[CH:30][CH:29]=[CH:28][CH:27]=2)[CH2:18]1)=[O:16])=[O:35]. Reported procedure: A mixture comprising tert-butyl (4R)-7,10,10,11,11-pentamethyl-4-(2-methyl-1-oxo-4-phenyl-2,7-diazaspiro[4.5]decane-7-carbonyl)-6-oxo-1-phenyl-2,9-dioxa-5-aza-10-siladodecan-7-ylcarbamate (150 mg, 0.204 mmol) in DCM (5 mL) and 2M HCl in Et2O (3.05 ml, 6.11 mmol) was treated with water (0.3 mL) dropwise at room temperature. The resulting colourless solution was stirred at room temperature for 2 hours. The reaction mixture was concentrated in vacuo. The resulting crude was dried in the vacuum oven... Reactants: C(C)OC(=O)C1(CC1)C1=CC=C(C=C1)C1=CC=C(C=C1)C1=C(C(=NO1)C)N (1-[4′-(4-amino-3-methyl-isoxazol-5-yl)-biphenyl-4-yl]-cyclopropanecarboxylic acid ethyl ester), BrC1=NC(=CC=C1)OCCC (2-bromo-6-propoxy-pyridine). The product is C(C)OC(=O)C1(CC1)C1=CC=C(C=C1)C1=CC=C(C=C1)C1=C(C(=NO1)C)NC1=NC(=CC=C1)OCCC (1-{4′-[3-Methyl-4-(6-propoxy-pyridin-2-ylamino)-isoxazol-5-yl]-biphenyl-4-yl}-cyclopropanecarboxylic acid ethyl ester). As a reaction SMILES: [CH2:1]([O:3][C:4]([C:6]1([C:9]2[CH:14]=[CH:13][C:12]([C:15]3[CH:20]=[CH:19][C:18]([C:21]4[O:25][N:24]=[C:23]([CH3:26])[C:22]=4[NH2:27])=[CH:17][CH:16]=3)=[CH:11][CH:10]=2)[CH2:8][CH2:7]1)=[O:5])[CH3:2].Br[C:29]1[CH:34]=[CH:33][CH:32]=[C:31]([O:35][CH2:36][CH2:37][CH3:38])[N:30]=1>>[CH2:1]([O:3][C:4]([C:6]1([C:9]2[CH:10]=[CH:11][C:12]([C:15]3[CH:20]=[CH:19][C:18]([C:21]4[O:25][N:24]=[C:23]([CH3:26])[C:22]=4[NH:27][C:29]4[CH:34]=[CH:33][CH:32]=[C:31]([O:35][CH2:36][CH2:37][CH3:38])[N:30]=4)=[CH:17][CH:16]=3)=[CH:13][CH:14]=2)[CH2:8][CH2:7]1)=[O:5])[CH3:2]. Procedure: Prepared according to the procedure described in Example 290, Step 1, using 1-[4′-(4-amino-3-methyl-isoxazol-5-yl)-biphenyl-4-yl]-cyclopropanecarboxylic acid ethyl ester and 2-bromo-6-propoxy-pyridine. Reactants: C(C)(C)(C)OC(=O)N1C(C(CC1C1=CC=CC=C1)O)CO[Si](C1=CC=CC=C1)(C1=CC=CC=C1)C(C)(C)C ((±)-tert-Butyl-2-({[tert-butyl(diphenyl)silyl]oxy}methyl)-3-hydroxy-5-phenylpyrrolidine-1-carboxylate), CC(=O)OI1(C=2C=CC=CC2C(=O)O1)(OC(=O)C)OC(=O)C (Dess-Martin periodinane), FC1=C(C=C(C=C1)F)B(O)O (2,5-difluorophenylboronic acid), N(S(=O)(=O)C(F)(F)F)(S(=O)(=O)C(F)(F)F)C1=CC=CC=C1 (Tf2NPh), C[Si](C)(C)[N-][Si](C)(C)C.[Na+] (NaHMDS), residue, residue. Reagents/catalysts: [Pd].C1(=CC=CC=C1)P(C1=CC=CC=C1)C1=CC=CC=C1.C1(=CC=CC=C1)P(C1=CC=CC=C1)C1=CC=CC=C1.C1(=CC=CC=C1)P(C1=CC=CC=C1)C1=CC=CC=C1.C1(=CC=CC=C1)P(C1=CC=CC=C1)C1=CC=CC=C1 (tetrakis(triphenylphosphine)-palladium). The solvent is C(Cl)Cl (CH2Cl2), C1CCOC1 (THF), C(=O)([O-])[O-].[Na+].[Na+] (Na2CO3), CCOC(=O)C (EtOAc), CCOC(=O)C (EtOAc), C1CCOC1 (THF), O1CCOCC1 (dioxane). Run at time 1 hour. The product is C(C)(C)(C)OC(=O)N1C(C(=CC1C1=CC=CC=C1)C1=C(C=CC(=C1)F)F)CO[Si](C1=CC=CC=C1)(C1=CC=CC=C1)C(C)(C)C ((±)-tert-Butyl-2-({[tert-butyl(diphenyl)silyl]oxy}methyl)-3-(2,5-difluorophenyl)-5-phenyl-2,5-dihydro-1H-pyrrole-1-carboxylate). Reaction SMILES: [C:1]([O:5][C:6]([N:8]1[CH:12]([C:13]2[CH:18]=[CH:17][CH:16]=[CH:15][CH:14]=2)[CH2:11][CH:10](O)[CH:9]1[CH2:20][O:21][Si:22]([C:35]([CH3:38])([CH3:37])[CH3:36])([C:29]1[CH:34]=[CH:33][CH:32]=[CH:31][CH:30]=1)[C:23]1[CH:28]=[CH:27][CH:26]=[CH:25][CH:24]=1)=[O:7])([CH3:4])([CH3:3])[CH3:2].CC(OI1(OC(C)=O)(OC(C)=O)OC(=O)C2C=CC=CC1=2)=O.C[Si]([N-][Si](C)(C)C)(C)C.[Na+].N(C1C=CC=CC=1)(S(C(F)(F)F)(=O)=O)S(C(F)(F)F)(=O)=O.[F:92][C:93]1[CH:98]=[CH:97][C:96]([F:99])=[CH:95][C:94]=1B(O)O>C(Cl)Cl.C1COCC1.CCOC(C)=O.O1CCOCC1.C([O-])([O-])=O.[Na+].[Na+].[Pd].C1(P(C2C=CC=CC=2)C2C=CC=CC=2)C=CC=CC=1.C1(P(C2C=CC=CC=2)C2C=CC=CC=2)C=CC=CC=1.C1(P(C2C=CC=CC=2)C2C=CC=CC=2)C=CC=CC=1.C1(P(C2C=CC=CC=2)C2C=CC=CC=2)C=CC=CC=1>[C:1]([O:5][C:6]([N:8]1[CH:12]([C:13]2[CH:18]=[CH:17][CH:16]=[CH:15][CH:14]=2)[CH:11]=[C:10]([C:94]2[CH:95]=[C:96]([F:99])[CH:97]=[CH:98][C:93]=2[F:92])[CH:9]1[CH2:20][O:21][Si:22]([C:35]([CH3:38])([CH3:37])[CH3:36])([C:23]1[CH:28]=[CH:27][CH:26]=[CH:25][CH:24]=1)[C:29]1[CH:30]=[CH:31][CH:32]=[CH:33][CH:34]=1)=[O:7])([CH3:4])([CH3:2])[CH3:3] |f:2.3,10.11.12,13.14.15.16.17|. Procedure: A solution of the carbinol 1-6 (36 g, 67.7 mmol) in CH2Cl2 (400 mL) was treated with Dess-Martin periodinane (29 g, 67.7 mmol). After stirring for 1 h at rt the reaction was quenched with a 1:1 (200 mL) solution of Na2S2O3/NaHCO3 and the mixture stirred vigorously for 2 h. The reaction was extracted with CH2Cl2 (2×200 mL) and the combined organic solutions dried over MgSO4, filtered, and concentrated. The residue (35.5 g, 67.0 mmol) was dissolved in THF (500 mL) and cooled to −78° C. The solutio...